From a dataset of the Open Reaction Database (ORD), a public repository of structured organic reaction records. describe an organic reaction: reactants, conditions, products, and yield The reactants are CC=1C=C(N)C=CC1C (3,4-Dimethylaniline), ClC(C(O)O)(Cl)Cl (chloral hydrate), NO (hydroxylamine), 3,4-dimethyl-isonitrosoacetanilide, S(O)(O)(=O)=O (sulfuric acid). Product: CC1=C2C(C(NC2=CC=C1C)=O)=O (4,5-dimethylisatin), CC=1C=C2C(C(NC2=CC1C)=O)=O (5,6-dimethylisatin). As a reaction SMILES: [CH3:1][C:2]1[CH:3]=[C:4]([CH:6]=[CH:7][C:8]=1[CH3:9])[NH2:5].Cl[C:11](Cl)(Cl)[CH:12]([OH:14])O.N[OH:18].S(=O)(=O)(O)[OH:20]>>[CH3:1][C:2]1[C:8]([CH3:9])=[CH:7][CH:6]=[C:4]2[C:3]=1[C:12](=[O:14])[C:11](=[O:20])[NH:5]2.[CH3:9][C:8]1[CH:7]=[C:6]2[C:4](=[CH:3][C:2]=1[CH3:1])[NH:5][C:11](=[O:18])[C:12]2=[O:14]. Reported procedure: 3,4-Dimethylaniline was converted into 3,4-dimethylisonitrosoacetanilide by reaction with chloral hydrate and hydroxylamine, using the method described in "Organic Syntheses," Collective Volume I, page 327. The 3,4-dimethyl-isonitrosoacetanilide was cyclized with sulfuric acid, according to the method of Baker et al., Journal of Organic Chemistry, 17, 149 (1952), to give 4,5-dimethylisatin (m.p. 225°-226° C.) and 5,6-dimethylisatin (m.p. 217°-218° C.). Starting materials: N(C(=O)C)CC=1C=C2C=CNC2=CC1 (5-acetamino methylindole), CN(C=O)C (N,N-dimethylformamide), P(=O)(Cl)(Cl)Cl (Phosphorus oxychloride), CN(C=O)C (N,N-dimethylformamide), [OH-].[Na+] (sodium hydroxide), aqueous solution. The solvent is O (water). Conditions: time 15 minute. Yields the product N(C(=O)C)CC=1C=C2C(=CNC2=CC1)C=O (5-acetaminomethylindole-3-carboxaldehyde). The yield is 60.0%. Reaction SMILES: P(Cl)(Cl)(Cl)=O.[NH:6]([CH2:10][C:11]1[CH:12]=[C:13]2[C:17](=[CH:18][CH:19]=1)[NH:16][CH:15]=[CH:14]2)[C:7]([CH3:9])=[O:8].[OH-].[Na+].CN(C)[CH:24]=[O:25]>O>[NH:6]([CH2:10][C:11]1[CH:12]=[C:13]2[C:17](=[CH:18][CH:19]=1)[NH:16][CH:15]=[C:14]2[CH:24]=[O:25])[C:7]([CH3:9])=[O:8] |f:2.3|. Procedure: Phosphorus oxychloride (0.38 ml, 0.004 mol) was slowly added at 0° C. under nitrogen atmosphere to anhydrous N,N-dimethylformamide (1.9 ml, 0.025 mol). The mixture was stirred for 15 minutes and a solution of 5-acetamino methylindole (0.73 g, 0.0039 mol) in anhydrous N,N-dimethylformamide (4 ml) was added dropwise below 2° C. The mixture was stirred at room temperature for 3 h and diluted with an equal volume of water. The solution was neutralized (pH 8) with 1 N aqueous solution of sodium hydro... Reactants: CN1C(CC[C@@]2(C3=C(CC[C@@H]12)C=C(C=C3)Br)C)=O ((+)-(4aR)-(10bR)-4-methyl-8-bromo-10b-methyl-1,2,3,4,4a,5,6,10b-octahydrobenzo[f]quinolin-3-one), CC=1C=C(C=C(C1)C)B(O)O (3,5-dimethylphenylboronic acid), C([O-])([O-])=O.[Na+].[Na+] (sodium carbonate), C1(=CC=CC=C1)C (toluene). The reagents and catalysts are C=1C=CC(=CC1)[P](C=2C=CC=CC2)(C=3C=CC=CC3)[Pd]([P](C=4C=CC=CC4)(C=5C=CC=CC5)C=6C=CC=CC6)([P](C=7C=CC=CC7)(C=8C=CC=CC8)C=9C=CC=CC9)[P](C=1C=CC=CC1)(C=1C=CC=CC1)C=1C=CC=CC1.C1(=CC=CC=C1)P(C1=CC=CC=C1)C1=CC=CC=C1 (tetrakis triphenylphosphine), [Pd] (palladium (0)). The solvent is CO (methanol), ClCCl (dichloromethane). The product is CN1C(CC[C@@]2(C3=C(CC[C@@H]12)C=C(C=C3)C3=CC(=CC(=C3)C)C)C)=O ((+)-(4aR)-(10bR)-4-methyl-8-(3,5-dimethylphenyl)-10b-methyl-1,2,3,4,4a,5,6,10b-octahydrobenzo[f]quinolin-3-one). The yield is 85.8%. RXN SMILES: [CH3:1][N:2]1[C@H:11]2[C@@:6]([CH3:17])([C:7]3[CH:15]=[CH:14][C:13](Br)=[CH:12][C:8]=3[CH2:9][CH2:10]2)[CH2:5][CH2:4][C:3]1=[O:18].[CH3:19][C:20]1[CH:21]=[C:22](B(O)O)[CH:23]=[C:24]([CH3:26])[CH:25]=1.C(=O)([O-])[O-].[Na+].[Na+].C1(C)C=CC=CC=1>ClCCl.C1C=CC([P]([Pd]([P](C2C=CC=CC=2)(C2C=CC=CC=2)C2C=CC=CC=2)([P](C2C=CC=CC=2)(C2C=CC=CC=2)C2C=CC=CC=2)[P](C2C=CC=CC=2)(C2C=CC=CC=2)C2C=CC=CC=2)(C2C=CC=CC=2)C2C=CC=CC=2)=CC=1.C1(P(C2C=CC=CC=2)C2C=CC=CC=2)C=CC=CC=1.[Pd].CO>[CH3:1][N:2]1[C@H:11]2[C@@:6]([CH3:17])([C:7]3[CH:15]=[CH:14][C:13]([C:22]4[CH:23]=[C:24]([CH3:26])[CH:25]=[C:20]([CH3:19])[CH:21]=4)=[CH:12][C:8]=3[CH2:9][CH2:10]2)[CH2:5][CH2:4][C:3]1=[O:18] |f:2.3.4,7.8,^1:49,51,70,89|. Procedure details: A 15 mL round bottom flask was charged with (+)-(4aR)-(10bR)-4-methyl-8-bromo-10b-methyl-1,2,3,4,4a,5,6,10b-octahydrobenzo[f]quinolin-3-one (200 mg, 0.65 mmol), tetrakis triphenylphosphine) palladium (0) (23 mg, 0.02 mmol), 3,5-dimethylphenylboronic acid (117 mg, 0.78 mmol), 0.65 mL of 2M sodium carbonate solution, 1.5 mL of toluene, and 1 mL of methanol, fitted with a reflux condenser, and the stirred mixture was heated at 80°, under nitrogen, for 24h. The mixture was cooled, diluted with dichl... Starting materials: C1CCOC1, Cl, [Li+], COC(=O)C(Cc1cc(C)c2[nH]cnc2c1)OC(=O)N1CCC(N2CCc3ccccc3NC2=O)CC1, [OH-], O. Yields the product Cc1cc(CC(OC(=O)N2CCC(N3CCc4ccccc4NC3=O)CC2)C(=O)O)cc2nc[nH]c12. Reaction SMILES: [CH2:42]1[O:43][CH2:44][CH2:45][CH2:46]1.[ClH:40].[Li+:2].[O:3]=[C:4]1[NH:5][c:6]2[c:7]([cH:36][cH:37][cH:38][cH:39]2)[CH2:8][CH2:9][N:10]1[CH:11]1[CH2:12][CH2:13][N:14]([C:17](=[O:18])[O:19][CH:20]([CH2:21][c:22]2[cH:23][c:24]3[c:25]([nH:26][cH:27][n:28]3)[c:29]([CH3:31])[cH:30]2)[C:32](=[O:33])[O:34][CH3:35])[CH2:15][CH2:16]1.[OH-:1].[OH2:41]>>[O:3]=[C:4]1[NH:5][c:6]2[c:7]([cH:36][cH:37][cH:38][cH:39]2)[CH2:8][CH2:9][N:10]1[CH:11]1[CH2:12][CH2:13][N:14]([C:17](=[O:18])[O:19][CH:20]([CH2:21][c:22]2[cH:23][c:24]3[c:25]([nH:26][cH:27][n:28]3)[c:29]([CH3:31])[cH:30]2)[C:32](=[O:33])[OH:34])[CH2:15][CH2:16]1. Starting materials: CCC=CCC=CCC=CCC=CCC=CCCCC(=O)O, ClC(Cl)Cl, O=C(Cl)C(=O)Cl. Product: CCC=CCC=CCC=CCC=CCC=CCCCC(=O)O, [Cl-]. RXN SMILES: [C:1]([CH2:2][CH2:3][CH2:4][CH:5]=[CH:6][CH2:7][CH:8]=[CH:9][CH2:10][CH:11]=[CH:12][CH2:13][CH:14]=[CH:15][CH2:16][CH:17]=[CH:18][CH2:19][CH3:20])(=[O:21])[OH:22].[CH:29]([Cl:30])([Cl:31])[Cl:32].[Cl:23][C:24]([C:25]([Cl:26])=[O:27])=[O:28]>>[C:1]([CH2:2][CH2:3][CH2:4][CH:5]=[CH:6][CH2:7][CH:8]=[CH:9][CH2:10][CH:11]=[CH:12][CH2:13][CH:14]=[CH:15][CH2:16][CH:17]=[CH:18][CH2:19][CH3:20])(=[O:21])[OH:22].[Cl-:23]. Yields the product CC(=O)OCC1OC(n2cc(C(O)c3ccc(OC(F)(F)F)cc3)c3c(Cl)cccc32)C(OC(C)=O)C(OC(C)=O)C1OC(C)=O. Starting materials: FC(F)(F)Oc1ccc(Br)cc1, CC(=O)OCC1OC(n2cc(C=O)c3c(Cl)cccc32)C(OC(C)=O)C(OC(C)=O)C1OC(C)=O. As a reaction SMILES: [Br:36][c:37]1[cH:38][cH:39][c:40]([O:43][C:44]([F:45])([F:46])[F:47])[cH:41][cH:42]1.[Cl:1][c:2]1[c:3]2[c:4]([CH:34]=[O:35])[cH:5][n:6]([CH:11]3[CH:12]([O:13][C:14]([CH3:15])=[O:16])[CH:17]([O:18][C:19]([CH3:20])=[O:21])[CH:22]([O:23][C:24]([CH3:25])=[O:26])[CH:27]([CH2:29][O:30][C:31]([CH3:32])=[O:33])[O:28]3)[c:7]2[cH:8][cH:9][cH:10]1>>[Cl:1][c:2]1[c:3]2[c:4]([CH:34]([OH:35])[c:37]3[cH:38][cH:39][c:40]([O:43][C:44]([F:45])([F:46])[F:47])[cH:41][cH:42]3)[cH:5][n:6]([CH:11]3[CH:12]([O:13][C:14]([CH3:15])=[O:16])[CH:17]([O:18][C:19]([CH3:20])=[O:21])[CH:22]([O:23][C:24]([CH3:25])=[O:26])[CH:27]([CH2:29][O:30][C:31]([CH3:32])=[O:33])[O:28]3)[c:7]2[cH:8][cH:9][cH:10]1. Reactants: C(C1=CC=CC=C1)(=O)[O-].[Na+] (sodium benzoate), CS(=O)(=O)C([C@@H]1C=C[C@@H](O1)N1C(=O)NC(=O)C(C)=C1)O (5'-Methanesulfonyl-2',3'-didehydro-3'-deoxythymidine), O (water). Solvent: CN(C)C=O (DMF). Reaction conditions: temperature 100 celsius, time 6 hour. Yields the product C(C1=CC=CC=C1)(=O)C([C@@H]1C=C[C@@H](O1)N1C(=O)NC(=O)C(C)=C1)O (5'-Benzoyl-2',3'-didehydro-3'-deoxythymidine). Reaction SMILES: CS([CH:5]([OH:20])[C@H:6]1[O:10][C@@H:9]([N:11]2[CH:19]=[C:17]([CH3:18])[C:15](=[O:16])[NH:14][C:12]2=[O:13])[CH:8]=[CH:7]1)(=O)=O.[C:21]([O-])(=[O:28])[C:22]1[CH:27]=[CH:26][CH:25]=[CH:24][CH:23]=1.[Na+].O>CN(C=O)C>[C:21]([CH:5]([OH:20])[C@H:6]1[O:10][C@@H:9]([N:11]2[CH:19]=[C:17]([CH3:18])[C:15](=[O:16])[NH:14][C:12]2=[O:13])[CH:8]=[CH:7]1)(=[O:28])[C:22]1[CH:27]=[CH:26][CH:25]=[CH:24][CH:23]=1 |f:1.2|. Procedure: To a mixture of 5'-mesyl-d4T (6, 0.4 g) in 6 ml of DMF was added powdered sodium benzoate (0.24 g). The reaction was stirred at 100° C. for 6 hours. After cooling, water (30 ml) was added. The resulting precipitate was filtered, washed with 2×5 ml water and dried to give 5'-benzoly-d4T (7'), 0.04 g (91%). Reactants: ClC1=CC=C(C=N1)CC=1C=C2C(N(C=NC2=C2C1C=CC=C2)[C@@H]2[C@H](CCCC2)O)=O (6-[(6-chloropyridin-3-yl)methyl]-3-[(1S,2S)-2-hydroxycyclohexyl]benzo[h]quinazolin-4(3H)-one), COC(N(C)C)OC (N,N-dimethylformamide dimethylacetal). The product is ClC1=CC=C(C=N1)CC=1C=C2C(N(C(=NC2=C2C1C=CC=C2)C)[C@@H]2[C@H](CCCC2)O)=O (6-[(6-chloropyridin-3-yl)methyl]-3-[(1S,2S)-2-hydroxycyclohexyl]-2-methylbenzo[h]quinazolin-4(3H)-one). RXN SMILES: [Cl:1][C:2]1[N:7]=[CH:6][C:5]([CH2:8][C:9]2[CH:10]=[C:11]3[C:16](=[C:17]4[CH:22]=[CH:21][CH:20]=[CH:19][C:18]=24)[N:15]=[CH:14][N:13]([C@H:23]2[CH2:28][CH2:27][CH2:26][CH2:25][C@@H:24]2[OH:29])[C:12]3=[O:30])=[CH:4][CH:3]=1.[CH3:31]OC(OC)N(C)C>>[Cl:1][C:2]1[N:7]=[CH:6][C:5]([CH2:8][C:9]2[CH:10]=[C:11]3[C:16](=[C:17]4[CH:22]=[CH:21][CH:20]=[CH:19][C:18]=24)[N:15]=[C:14]([CH3:31])[N:13]([C@H:23]2[CH2:28][CH2:27][CH2:26][CH2:25][C@@H:24]2[OH:29])[C:12]3=[O:30])=[CH:4][CH:3]=1. Reported procedure: Using the procedures described in Example 2 for the preparation of 6-[(6-chloropyridin-3-yl)methyl]-3-[(1S,2S)-2-hydroxycyclohexyl]benzo[h]quinazolin-4(3H)-one, substituting N, N-dimethylacetamide dimethylacetal for N,N-dimethylformamide dimethylacetal, the title compound was obtained that gave proton NMR spectra consistent with theory and a mass ion (ES+) of 433.9 for [M+H]+: 1H NMR (400 MHz, d6-DMSO) δ 9.05-9.03 (m, 1H), 8.28 (s, 1H), 8.06 (d, J=7.7, 1H), 7.92 (s, 1H), 7.75-7.63 (m, 3H), 7.34 ... Reactants: O=Cc1cc(Br)c(O)c(Br)c1, O=S(=O)(OS(=O)(=O)C(F)(F)F)C(F)(F)F, O, c1ccncc1. The product is O=Cc1cc(Br)c(OS(=O)(=O)C(F)(F)F)c(Br)c1. RXN SMILES: [Br:16][c:17]1[cH:18][c:19]([CH:20]=[O:21])[cH:22][c:23]([Br:26])[c:24]1[OH:25].[F:1][C:2]([F:3])([F:4])[S:5](=[O:6])(=[O:7])[O:8][S:9]([C:10]([F:11])([F:12])[F:13])(=[O:14])=[O:15].[OH2:27].[cH:28]1[cH:29][cH:30][n:31][cH:32][cH:33]1>>[F:1][C:2]([F:3])([F:4])[S:5](=[O:6])(=[O:7])[O:8][c:24]1[c:17]([Br:16])[cH:18][c:19]([CH:20]=[O:21])[cH:22][c:23]1[Br:26].